This data is from the Open Reaction Database (ORD), a public repository of structured organic reaction records. The task is: describe an organic reaction: reactants, conditions, products, and yield Reactants: C(C1=CC=CC=C1)N1C(=NC2=C1C(=NN(C2=O)C)N(C)C)N2CCN(CC2)C(=O)OC(C)(C)C (t-butyl 4-[1-benzyl-7-dimethylamino-5-methyl-4-oxo-4,5-dihydro-1H-imidazo[4,5-d]pyridazin-2-yl]piperazine-1-carboxylate), liquid, N (ammonia), [Li] (lithium), [Cl-].[NH4+] (ammonium chloride). Run in O1CCCC1 (tetrahydrofuran). Product: CN(C1=NN(C(C2=C1NC(=N2)N2CCN(CC2)C(=O)OC(C)(C)C)=O)C)C (t-Butyl 4-[7-dimethylamino-5-methyl-4-oxo-4,5-dihydro-1H-imidazo[4,5-d]pyridazin-2-yl]piperazine-1-carboxylate). Isolated yield 7.4%. Reaction SMILES: C([N:8]1[C:12]2[C:13]([N:19]([CH3:21])[CH3:20])=[N:14][N:15]([CH3:18])[C:16](=[O:17])[C:11]=2[N:10]=[C:9]1[N:22]1[CH2:27][CH2:26][N:25]([C:28]([O:30][C:31]([CH3:34])([CH3:33])[CH3:32])=[O:29])[CH2:24][CH2:23]1)C1C=CC=CC=1.N.[Li].[Cl-].[NH4+]>O1CCCC1>[CH3:21][N:19]([CH3:20])[C:13]1[C:12]2[NH:8][C:9]([N:22]3[CH2:23][CH2:24][N:25]([C:28]([O:30][C:31]([CH3:32])([CH3:33])[CH3:34])=[O:29])[CH2:26][CH2:27]3)=[N:10][C:11]=2[C:16](=[O:17])[N:15]([CH3:18])[N:14]=1 |f:3.4,^1:35|. Procedure: A 5 ml tetrahydrofuran solution of 0.117 g of t-butyl 4-[1-benzyl-7-dimethylamino-5-methyl-4-oxo-4,5-dihydro-1H-imidazo[4,5-d]pyridazin-2-yl]piperazine-1-carboxylate was added to 15 ml of liquid ammonia, and 0.009 g of lithium was added to the mixture under reflux. 1 ml of a 5% aqueous ammonium chloride solution was added to the solution, and the solvent was evaporated off. The residue was purified by reverse-phase high performance liquid chromatography (using an acetonitrile-water mobile phase ... The reactants are CC(C)c1csc(CBr)n1, [Li]CCCC, Cc1cc(NC(=O)OC(C)(C)C)ncc1F, C1CCOC1, O. Product: CC(C)c1csc(CCc2cc(NC(=O)OC(C)(C)C)ncc2F)n1. RXN SMILES: [Br:22][CH2:23][c:24]1[s:25][cH:26][c:27]([CH:29]([CH3:30])[CH3:31])[n:28]1.[CH2:17]([Li:18])[CH2:19][CH2:20][CH3:21].[F:1][c:2]1[c:3]([CH3:16])[cH:4][c:5]([NH:8][C:9]([O:10][C:11]([CH3:12])([CH3:13])[CH3:14])=[O:15])[n:6][cH:7]1.[O:33]1[CH2:34][CH2:35][CH2:36][CH2:37]1.[OH2:32]>>[F:1][c:2]1[c:3]([CH2:16][CH2:23][c:24]2[s:25][cH:26][c:27]([CH:29]([CH3:30])[CH3:31])[n:28]2)[cH:4][c:5]([NH:8][C:9]([O:10][C:11]([CH3:12])([CH3:13])[CH3:14])=[O:15])[n:6][cH:7]1. Starting materials: O=C([O-])O, CC#N, CCN(C(C)C)C(C)C, CC(Br)c1cc(C(F)(F)F)cc(C(F)(F)F)c1, COC(=O)C1CCC(N)C1c1ccc(F)cc1, [Na+]. The product is COC(=O)C1CCC(NC(C)c2cc(C(F)(F)F)cc(C(F)(F)F)c2)C1c1ccc(F)cc1. Reaction SMILES: [C:47](=[O:48])([OH:49])[O-:50].[CH3:44][C:45]#[N:46].[CH:18]([N:19]([CH2:20][CH3:21])[CH:22]([CH3:23])[CH3:24])([CH3:25])[CH3:26].[F:27][C:28]([c:29]1[cH:30][c:31]([CH:39]([CH3:40])[Br:41])[cH:32][c:33]([C:35]([F:36])([F:37])[F:38])[cH:34]1)([F:42])[F:43].[NH2:1][CH:2]1[CH:3]([c:11]2[cH:12][cH:13][c:14]([F:17])[cH:15][cH:16]2)[CH:4]([C:7](=[O:8])[O:9][CH3:10])[CH2:5][CH2:6]1.[Na+:51]>>[NH:1]([CH:2]1[CH:3]([c:11]2[cH:12][cH:13][c:14]([F:17])[cH:15][cH:16]2)[CH:4]([C:7](=[O:8])[O:9][CH3:10])[CH2:5][CH2:6]1)[CH:39]([c:31]1[cH:30][c:29]([C:28]([F:27])([F:42])[F:43])[cH:34][c:33]([C:35]([F:36])([F:37])[F:38])[cH:32]1)[CH3:40]. Yields the product COC1=C(C=2C3=C(C(NC2C=C1)=O)SC=C3)C3=CC=C(C=C3)[C@@H](CN(C(OC(C)(C)C)=O)C)C ((S)-tert-Butyl 2-(4-(8-methoxy-4-oxo-4,5-dihydrothieno[2,3-c]quinolin-9-yl)phenyl)propyl(methyl)carbamate). Starting materials: BrC=1C=2C3=C(C(NC2C=CC1OC)=O)SC=C3 (9-bromo-8-methoxythieno[2,3-c]quinolin-4(5H)-one), C(C)(C)(C)OC(N(C[C@@H](C)C1=CC=C(C=C1)B1OC(C(O1)(C)C)(C)C)C)=O ((S)-tert-butylmethyl(2-(4-(4,4,5,5-tetramethyl-1,3,2-dioxaborolan-2-yl)phenyl)propyl)carbamate). As a reaction SMILES: Br[C:2]1[C:3]2[C:4]3[CH:17]=[CH:16][S:15][C:5]=3[C:6](=[O:14])[NH:7][C:8]=2[CH:9]=[CH:10][C:11]=1[O:12][CH3:13].[C:18]([O:22][C:23](=[O:44])[N:24]([CH3:43])[CH2:25][C@H:26]([C:28]1[CH:33]=[CH:32][C:31](B2OC(C)(C)C(C)(C)O2)=[CH:30][CH:29]=1)[CH3:27])([CH3:21])([CH3:20])[CH3:19]>>[CH3:13][O:12][C:11]1[CH:10]=[CH:9][C:8]2[NH:7][C:6](=[O:14])[C:5]3[S:15][CH:16]=[CH:17][C:4]=3[C:3]=2[C:2]=1[C:31]1[CH:30]=[CH:29][C:28]([C@H:26]([CH3:27])[CH2:25][N:24]([CH3:43])[C:23](=[O:44])[O:22][C:18]([CH3:19])([CH3:21])[CH3:20])=[CH:33][CH:32]=1. Procedure: Following General Procedure B, 9-bromo-8-methoxythieno[2,3-c]quinolin-4(5H)-one (2.5 g, 8.1 mmol) was reacted with (S)-tert-butylmethyl(2-(4-(4,4,5,5-tetramethyl-1,3,2-dioxaborolan-2-yl)phenyl)propyl)carbamate (4.6 g, 12 mmol) to afford the desired product (1.9 g, 50%) as a light brown solid: ESI MS m/z 47 [C27H30N2O4S+H]+. The yield is 49.0%. The reactants are NC(=O)N (urea), C1(CCCCC1)N[C@@H]1CC[C@H](CC1)C (cyclohexyl-(trans-4-methyl-cyclohexyl)-amine), NC=1SC(=CN1)C=O (2-amino-5-formylthiazole). Yields the product C1(CCCCC1)N(C(=O)NC=1SC(=CN1)C=O)[C@@H]1CC[C@H](CC1)C (Trans-1-cyclohexyl-3-(5-formyl-thiazol-2-yl)-1-(4-methyl-cyclohexyl)-urea). RXN SMILES: N[C:2](N)=[O:3].[CH:5]1([NH:11][C@H:12]2[CH2:17][CH2:16][C@H:15]([CH3:18])[CH2:14][CH2:13]2)[CH2:10][CH2:9][CH2:8][CH2:7][CH2:6]1.[NH2:19][C:20]1[S:21][C:22]([CH:25]=[O:26])=[CH:23][N:24]=1>>[CH:5]1([N:11]([C@H:12]2[CH2:13][CH2:14][C@H:15]([CH3:18])[CH2:16][CH2:17]2)[C:2]([NH:19][C:20]2[S:21][C:22]([CH:25]=[O:26])=[CH:23][N:24]=2)=[O:3])[CH2:6][CH2:7][CH2:8][CH2:9][CH2:10]1. Procedure: Prepared in 40% (140 mg) yield as described for 1,1-dicyclohexyl-3-5-formyl-thiazol-2-yl)-urea using cyclohexyl-(trans-4-methyl-cyclohexyl)-amine (195 mg, 1.0 mmol) and 2-amino-5-formylthiazole (128 mg, 1.0 mmol). The reactants are CCOC(C)=O, CN(C)c1nc(=O)n(-c2cc(OCc3ccccc3)c(Cl)cc2F)c(=O)n1C, [H][H]. Product: CN(C)c1nc(=O)n(-c2cc(O)c(Cl)cc2F)c(=O)n1C. As a reaction SMILES: [CH3:31][CH2:32][O:33][C:34](=[O:35])[CH3:36].[Cl:1][c:2]1[cH:3][c:4]([F:28])[c:5](-[n:16]2[c:17](=[O:27])[n:18]([CH3:26])[c:19]([N:23]([CH3:24])[CH3:25])[n:20][c:21]2=[O:22])[cH:6][c:7]1[O:8][CH2:9][c:10]1[cH:11][cH:12][cH:13][cH:14][cH:15]1.[H:29][H:30]>>[Cl:1][c:2]1[cH:3][c:4]([F:28])[c:5](-[n:16]2[c:17](=[O:27])[n:18]([CH3:26])[c:19]([N:23]([CH3:24])[CH3:25])[n:20][c:21]2=[O:22])[cH:6][c:7]1[OH:8].